From a dataset of the Open Reaction Database (ORD), a public repository of structured organic reaction records. describe an organic reaction: reactants, conditions, products, and yield Reactants: BrC=1C=NC=CC1CC1C(C2=CC=C(C=C2C1)Cl)=O (2-[(3-bromo-4-pyridyl)methyl-]5-chloro-indan-1-one), C(C)OC(=C)[Sn](CCCC)(CCCC)CCCC ((1-ethoxyvinyl)tri(n-butyl)stannane). RXN SMILES: Br[C:2]1[CH:3]=[N:4][CH:5]=[CH:6][C:7]=1[CH2:8][CH:9]1[CH2:17][C:16]2[C:11](=[CH:12][CH:13]=[C:14]([Cl:18])[CH:15]=2)[C:10]1=[O:19].[CH2:20]([O:22]C([Sn](CCCC)(CCCC)CCCC)=C)[CH3:21]>>[C:20]([C:2]1[CH:3]=[N:4][CH:5]=[CH:6][C:7]=1[CH2:8][CH:9]1[CH2:17][C:16]2[C:11](=[CH:12][CH:13]=[C:14]([Cl:18])[CH:15]=2)[C:10]1=[O:19])(=[O:22])[CH3:21]. Product: C(C)(=O)C=1C=NC=CC1CC1C(C2=CC=C(C=C2C1)Cl)=O (2-[(3-acetyl-4-pyridyl)methyl]-5-chloro-indan-1-one). Procedure: The title compound 110 is prepared according to the procedure reported in Example 36.5 with compound 109 (317 mg, 0.94 mmol) and (1-ethoxyvinyl)tri(n-butyl)stannane (0.31 mL, 0.94 mmol) as reactants. White solid. (Yield 221 mg, 78%). The reactants are FC1=CC=2C(C3=CC4=CC=CC=C4C=C3C(C2C=C1)=O)=O (2-fluoro-naphthacene-5,12-dione), [Na+].C1(=CC=CC=C1)S(=O)[O-] (benzenesulfinic acid sodium salt). The solvent is CS(=O)C (DMSO). Product: C1(=CC=CC=C1)S(=O)(=O)C1=CC=2C(C3=CC4=CC=CC=C4C=C3C(C2C=C1)=O)=O (2-(Phenylsulfonyl-)-naphthacene-5,12-dione). Reaction SMILES: F[C:2]1[CH:19]=[CH:18][C:17]2[C:16](=[O:20])[C:15]3[C:6](=[CH:7][C:8]4[C:13]([CH:14]=3)=[CH:12][CH:11]=[CH:10][CH:9]=4)[C:5](=[O:21])[C:4]=2[CH:3]=1.[Na+].[C:23]1([S:29]([O-:31])=[O:30])[CH:28]=[CH:27][CH:26]=[CH:25][CH:24]=1>CS(C)=O>[C:23]1([S:29]([C:2]2[CH:19]=[CH:18][C:17]3[C:16](=[O:20])[C:15]4[C:6](=[CH:7][C:8]5[C:13]([CH:14]=4)=[CH:12][CH:11]=[CH:10][CH:9]=5)[C:5](=[O:21])[C:4]=3[CH:3]=2)(=[O:31])=[O:30])[CH:28]=[CH:27][CH:26]=[CH:25][CH:24]=1 |f:1.2|. Procedure: 1 g (3.62 mmol) of 2-fluoro-naphthacene-5,12-dione, 0.89 g (5.43 mmol) of benzenesulfinic acid sodium salt (sodium benzenesulfinate) and 10 ml of DMSO are stirred at 100° C, for 3 hours. After cooling, the mixture is poured onto water. The crystals are filtered off and dissolved in THF/toluene. The solution is dried over sodium sulfate and evaporated. The residue is recrystallized from THF/toluene/pentane. Yield: 1.35 g (94%), melting point >260° C. Reactants: C(CC)(N)=S (propiothioamide), BrC1=C(C=CC=C1)C1=CC=CC2=CC=CC=C12 (2-bromophenylnaphthalene), C(C)OCC (diethyl ether). Run in C(Cl)(Cl)Cl (chloroform). Reaction conditions: temperature 80 celsius. Product: Br.C(CC)(=N)SCC1=CC2=CC=CC=C2C=C1 (2-naphthylmethyl propanimidothioate hydrobromide). Isolated yield 92.0%. As a reaction SMILES: [C:1](=[S:5])([NH2:4])[CH2:2][CH3:3].[Br:6]C1C=CC=CC=1[C:13]1[C:22]2[C:17](=[CH:18][CH:19]=[CH:20][CH:21]=2)[CH:16]=[CH:15][CH:14]=1.[CH2:23](OCC)C>C(Cl)(Cl)Cl>[BrH:6].[C:1]([S:5][CH2:23][C:15]1[CH:14]=[CH:13][C:22]2[C:17](=[CH:18][CH:19]=[CH:20][CH:21]=2)[CH:16]=1)(=[NH:4])[CH2:2][CH3:3] |f:4.5|. Procedure details: A mixture of propiothioamide (892 mg, 10 mmol) and 2-bromophenylnaphthalene (2.21 g, 10 mmol) in chloroform (80 mL) was heated at 80° C. for 2 h. After cooling, the mixture was poured into diethyl ether (100 mL) and cooled at 0° C. for 1 h. The resulting precipitate was corrected by filtration and dried under reduced pressure to give 2.85 g (92%) of the title compound as a colorless powder. MS (ESI) m/z 230 [M+H]+.